From a dataset of the Open Reaction Database (ORD), a public repository of structured organic reaction records. describe an organic reaction: reactants, conditions, products, and yield Starting materials: O=C(O)c1cc(S(=O)(=O)N2CCC(CCl)CC2)ccc1Cl, Cl, [Na+], [OH-], O. Yields the product C=C1CCN(S(=O)(=O)c2ccc(Cl)c(C(=O)O)c2)CC1. As a reaction SMILES: [Cl:1][c:2]1[c:3]([C:4](=[O:5])[OH:6])[cH:7][c:8]([S:11](=[O:12])(=[O:13])[N:14]2[CH2:15][CH2:16][CH:17]([CH2:20][Cl:21])[CH2:18][CH2:19]2)[cH:9][cH:10]1.[ClH:24].[Na+:23].[OH-:22].[OH2:25]>>[Cl:1][c:2]1[c:3]([C:4](=[O:5])[OH:6])[cH:7][c:8]([S:11](=[O:12])(=[O:13])[N:14]2[CH2:15][CH2:16][C:17](=[CH2:20])[CH2:18][CH2:19]2)[cH:9][cH:10]1. The reactants are [N+](=O)([O-])C=1C=NC(=NC1)N1CC2CNCC2C1 (2-(5-Nitropyrimidin-2-yl)octahydropyrrolo[3,4-c]pyrrole), FC1=C(C(=O)O)C(=CC=C1)N1N=CC=N1 (2-fluoro-6-[1,2,3]triazol-2-yl-benzoic acid). Yields the product FC1=C(C(=CC=C1)N1N=CC=N1)C(=O)N1CC2CN(CC2C1)C1=NC=C(C=N1)[N+](=O)[O-] ((2-Fluoro-6-(2H-1,2,3-triazol-2-yl)phenyl)(5-(5-nitropyrimidin-2-yl)hexahydropyrrolo[3,4-c]pyrrol-2(1H)-yl)methanone). RXN SMILES: [N+:1]([C:4]1[CH:5]=[N:6][C:7]([N:10]2[CH2:17][CH:16]3[CH:12]([CH2:13][NH:14][CH2:15]3)[CH2:11]2)=[N:8][CH:9]=1)([O-:3])=[O:2].[F:18][C:19]1[CH:27]=[CH:26][CH:25]=[C:24]([N:28]2[N:32]=[CH:31][CH:30]=[N:29]2)[C:20]=1[C:21](O)=[O:22]>>[F:18][C:19]1[CH:27]=[CH:26][CH:25]=[C:24]([N:28]2[N:32]=[CH:31][CH:30]=[N:29]2)[C:20]=1[C:21]([N:14]1[CH2:13][CH:12]2[CH:16]([CH2:17][N:10]([C:7]3[N:8]=[CH:9][C:4]([N+:1]([O-:3])=[O:2])=[CH:5][N:6]=3)[CH2:11]2)[CH2:15]1)=[O:22]. Procedure details: The title compound was prepared in a manner analogous to Example 15, utilizing Intermediate 46 and Intermediate 12. MS (ESI): mass calculated for C19H17FN8O3, 424.14; m/z found 425.2 [M+H]+. 1H NMR (400 MHz, CDCl3): 9.10 (ddd, J=9.9, 5.7, 3.3, 2H), 7.90-7.79 (m, 2H), 7.74 (d, J=6.6, 1H), 7.55-7.44 (m, 1H), 7.22-7.10 (m, 1H), 4.13-3.60 (m, 7H), 3.40-3.07 (m, 3H). Reactants: [Br-].COC=1C=C(C=CC1OC)CC[N+]1=CC(=CC=C1)CN1C=CC2=C(CC1=O)C=C(C(=C2)OC)OC (3-[(N-(2-(3,4-dimethoxy-phenyl)ethyl)-pyridinium-3-yl)-methyl]7, 8-dimethoxy-1,3-dihydro-2H-3-benzazepin-2-one-bromide). Reagents/catalysts: [Pt](=O)=O (platinum dioxide). The solvent is CO (methanol). Product: Br.COC=1C=C(C=CC1OC)CCN1CC(CCC1)CN1CCC2=C(CC1=O)C=C(C(=C2)OC)OC (3-[(N-(2-(3,4-Dimethoxy-phenyl)-ethyl)-piperidin-3-yl)methyl]-7,8-dimethoxy-1,3,4, 5-tetrahydro-2H-3-benzazepin-2-one hydrobromide). As a reaction SMILES: [Br-:1].[CH3:2][O:3][C:4]1[CH:5]=[C:6]([CH2:12][CH2:13][N+:14]2[CH:19]=[CH:18][CH:17]=[C:16]([CH2:20][N:21]3[C:27](=[O:28])[CH2:26][C:25]4[CH:29]=[C:30]([O:35][CH3:36])[C:31]([O:33][CH3:34])=[CH:32][C:24]=4[CH:23]=[CH:22]3)[CH:15]=2)[CH:7]=[CH:8][C:9]=1[O:10][CH3:11]>CO.[Pt](=O)=O>[BrH:1].[CH3:2][O:3][C:4]1[CH:5]=[C:6]([CH2:12][CH2:13][N:14]2[CH2:19][CH2:18][CH2:17][CH:16]([CH2:20][N:21]3[C:27](=[O:28])[CH2:26][C:25]4[CH:29]=[C:30]([O:35][CH3:36])[C:31]([O:33][CH3:34])=[CH:32][C:24]=4[CH2:23][CH2:22]3)[CH2:15]2)[CH:7]=[CH:8][C:9]=1[O:10][CH3:11] |f:0.1,4.5|. Procedure details: 3.7 g (0.0067 mol) of 3-[(N-(2-(3,4-dimethoxy-phenyl)ethyl)-pyridinium-3-yl)-methyl]7, 8-dimethoxy-1,3-dihydro-2H-3-benzazepin-2-one-bromide are hydrogenated in 70 ml of methanol in the presence of 0.7 g of platinum dioxide for 3 hours at ambient temperature and under 5 bar. The catalyst is removed by suction filtering, the methanol is distilled off in vacuo and the residue is dissolved in a little methanol and mixed with acetone. The precipitate is suction filtered and dried. Starting materials: CN1C(C2=C(C(=C1)C1=C(OC3=CC=C(C#N)C=C3)C=CC(=C1)[N+](=O)[O-])C=CN2)=O (4-(2-(6-methyl-7-oxo-6,7-dihydro-1H-pyrrolo[2,3-c]pyridin-4-yl)-4-nitrophenoxy)benzonitrile), CN1C(C2=C(C(=C1)C1=C(C=CC(=C1)[N+](=O)[O-])OC1=CC=CC=C1)C=CN2)=O (6-methyl-4-(5-nitro-2-phenoxyphenyl)-1,6-dihydro-7H-pyrrolo[2,3-c]pyridin-7-one). Product: NC1=CC(=C(OC2=CC=C(C#N)C=C2)C=C1)C=1C2=C(C(N(C1)C)=O)NC=C2 (4-(4-amino-2-(6-methyl-7-oxo-6,7-dihydro-1H-pyrrolo[2,3-c]pyridin-4-yl)phenoxy)benzonitrile). As a reaction SMILES: [CH3:1][N:2]1[CH:7]=[C:6]([C:8]2[CH:22]=[C:21]([N+:23]([O-])=O)[CH:20]=[CH:19][C:9]=2[O:10][C:11]2[CH:18]=[CH:17][C:14]([C:15]#[N:16])=[CH:13][CH:12]=2)[C:5]2[CH:26]=[CH:27][NH:28][C:4]=2[C:3]1=[O:29].CN1C=C(C2C=C([N+]([O-])=O)C=CC=2OC2C=CC=CC=2)C2C=CNC=2C1=O>>[NH2:23][C:21]1[CH:20]=[CH:19][C:9]([O:10][C:11]2[CH:12]=[CH:13][C:14]([C:15]#[N:16])=[CH:17][CH:18]=2)=[C:8]([C:6]2[C:5]3[CH:26]=[CH:27][NH:28][C:4]=3[C:3](=[O:29])[N:2]([CH3:1])[CH:7]=2)[CH:22]=1. Reported procedure: Example 33b was prepared according to the procedure used for the preparation of Example 3, substituting the product of Example 33a for the product of Example 2b, to provide the title compound. The product is Cl.COC1=C(C=CC(=C1)S(=O)(=O)Cl)C=1NC=2C(=NC=CC2)N1 (2-(2'-Methoxy-4'-chlorosulfonyl-phenyl)-imidazo[4,5-b]pyridine hydrochloride). Reported procedure: Five grams of 2-methoxy-4-chlorosulfonyl-benzoic acid (prepared from 4-amino-2-methoxy-benzoic acid via the corresponding diazonium compound) were dissolved in 400 ml of phosphorus oxychloride and heated to 80° C. for 30 minutes. Then, 3.6 mg of 2,3-diaminopyridine were added, and the mixture was refluxed for four hours. The reaction mixture was concentrated by evaporation in vacuo and re-evaporated with toluene, and the solid residue was processed further without any other purification. Run in P(=O)(Cl)(Cl)Cl (phosphorus oxychloride). Run at temperature 80 celsius. RXN SMILES: [CH3:1][O:2][C:3]1[CH:11]=[C:10]([S:12]([Cl:15])(=[O:14])=[O:13])[CH:9]=[CH:8][C:4]=1[C:5](O)=O.NC1C=CC(C(O)=O)=C(OC)C=1.[NH2:28][C:29]1[C:34]([NH2:35])=[CH:33][CH:32]=[CH:31][N:30]=1>P(Cl)(Cl)(Cl)=O>[ClH:15].[CH3:1][O:2][C:3]1[CH:11]=[C:10]([S:12]([Cl:15])(=[O:14])=[O:13])[CH:9]=[CH:8][C:4]=1[C:5]1[NH:35][C:34]2[C:29]([N:28]=1)=[N:30][CH:31]=[CH:32][CH:33]=2 |f:4.5|. Starting materials: COC1=C(C(=O)O)C=CC(=C1)S(=O)(=O)Cl (2-methoxy-4-chlorosulfonyl-benzoic acid), NC1=CC(=C(C(=O)O)C=C1)OC (4-amino-2-methoxy-benzoic acid), diazonium, NC1=NC=CC=C1N (2,3-diaminopyridine). Starting materials: COC=1C(=NC(=CC1)C)C1=CC=C(C=C1)C(F)(F)F (3-methoxy-6-methyl-2-(4-(trifluoromethyl)phenyl)pyridine), C1CC(=O)N(C1=O)Br (NBS), CC(C)(C#N)N=NC(C)(C)C#N (AIBN). Run in C(Cl)(Cl)(Cl)Cl (CCl4), CCOC(=O)C (EtOAc). Yields the product BrCC1=CC=C(C(=N1)C1=CC=C(C=C1)C(F)(F)F)OC (6-(bromomethyl)-3-methoxy-2-(4-(trifluoromethyl)phenyl)pyridine). Reaction SMILES: [CH3:1][O:2][C:3]1[C:4]([C:10]2[CH:15]=[CH:14][C:13]([C:16]([F:19])([F:18])[F:17])=[CH:12][CH:11]=2)=[N:5][C:6]([CH3:9])=[CH:7][CH:8]=1.C1C(=O)N([Br:27])C(=O)C1.CC(N=NC(C#N)(C)C)(C#N)C>C(Cl)(Cl)(Cl)Cl.CCOC(C)=O>[Br:27][CH2:9][C:6]1[N:5]=[C:4]([C:10]2[CH:15]=[CH:14][C:13]([C:16]([F:19])([F:18])[F:17])=[CH:12][CH:11]=2)[C:3]([O:2][CH3:1])=[CH:8][CH:7]=1. Reported procedure: To a solution of 3-methoxy-6-methyl-2-(4-(trifluoromethyl)phenyl)pyridine (0.59 g, 2.2 mmol) in CCl4 (40 mL) was added NBS (440 mg, 2.5 mmol) and AIBN (33 mg, 0.20 mmol). The reaction mixture was heated to reflux for 13 h, diluted with EtOAc, washed with water (1×), brine (1×), dried over MgSO4, filtered through a pad (1.5 cm) of silica, and concentrated. The product 6-(bromomethyl)-3-methoxy-2-(4-(trifluoromethyl)phenyl)pyridine was used without further purification.